From a dataset of the Open Reaction Database (ORD), a public repository of structured organic reaction records. describe an organic reaction: reactants, conditions, products, and yield Reactants: ice, Cl (hydrochloric acid), FC1=C(C(=O)Cl)C=C(C(=C1)F)F (2,4,5-trifluorobenzoyl chloride), ClC(=C)Cl (1,1-dichloroethylene), [Cl-].[Al+3].[Cl-].[Cl-] (aluminum chloride). Solvent: C(Cl)Cl (methylene chloride), C(Cl)Cl (methylene chloride). Run at time 8 hour. Yields the product FC1=C(C=C(C(=C1)F)F)C(=O)C=C(Cl)Cl (2,2-dichlorovinyl 2,4,5-trifluorophenyl ketone). Isolated yield 72.6%. As a reaction SMILES: [F:1][C:2]1[CH:10]=[C:9]([F:11])[C:8]([F:12])=[CH:7][C:3]=1[C:4](Cl)=[O:5].[Cl:13][C:14]([Cl:16])=[CH2:15].[Cl-].[Al+3].[Cl-].[Cl-].Cl>C(Cl)Cl>[F:1][C:2]1[CH:10]=[C:9]([F:11])[C:8]([F:12])=[CH:7][C:3]=1[C:4]([CH:15]=[C:14]([Cl:16])[Cl:13])=[O:5] |f:2.3.4.5|. Procedure details: 25 g of 2,4,5-trifluorobenzoyl chloride in 10 ml of methylene chloride and 37.5 g of 1,1-dichloroethylene are successively added dropwise to a suspension of 18.5 g of anhydrous aluminum chloride in 75 ml of dry methylene chloride, while cooling with ice and stirring, during which the temperature does not exceed 15° C. The mixture is stirred at about 15° C. for 2 hours, is allowed to come to room temperature overnight and is poured onto a mixture of 150 g of ice and 15 ml of concentrated hydrochl... Starting materials: ClC1(C(CCCC1=O)=O)CC=C (2-chloro-2-allyl-1, 3-cyclohexanedione). Solvent: C=1(C(=CC=CC1)C)C (xylene). Reaction conditions: time 4.5 hour. Product: C(C=C)C=1C(CCC1)=O (2-allyl-2-cyclopenten-1-one). Yield: 49.5%. As a reaction SMILES: Cl[C:2]1([CH2:10][CH:11]=[CH2:12])[C:7](=[O:8])[CH2:6][CH2:5][CH2:4]C1=O>C1(C)C(C)=CC=CC=1>[CH2:10]([C:2]1[C:7](=[O:8])[CH2:6][CH2:5][CH:4]=1)[CH:11]=[CH2:12]. Procedure details: Anhydrous powdered sodium carbonate (670 g) and 1300 ml of dry (alumina) xylene were placed in a 3-l., three-necked flask equipped with a Dean-Stark trap, condenser, vibra-mixer, dropping funnel and argon inlet. The flask was flushed with argon and the contents brought to reflux. A solution of 2-chloro-2-allyl-1, 3-cyclohexanedione (147 g, 0.79 mol) in 200 ml of xylene was added dropwise at such a rate that strong refluxing was maintained. After 4.5 hr, the reaction was cooled, filtered, and the... Starting materials: NC(=O)C1=C(C=CC(=C1)[N+](=O)[O-])NC(C(=O)OCC)=O (ethyl {[2-(aminocarbonyl)-4-nitrophenyl]amino}(oxo)acetate), C1CCOC1 (THF). Reagents/catalysts: [C].[Pd] (palladium carbon). Run in C(C)O (ethanol). Reaction conditions: time 8 hour. Product: NC1=CC(=C(C=C1)NC(C(=O)OCC)=O)C(=O)N (ethyl {[4-amino-2-(aminocarbonyl)phenyl]amino}(oxo)acetate). Yield: 95.7%. As a reaction SMILES: [NH2:1][C:2]([C:4]1[CH:9]=[C:8]([N+:10]([O-])=O)[CH:7]=[CH:6][C:5]=1[NH:13][C:14](=[O:20])[C:15]([O:17][CH2:18][CH3:19])=[O:16])=[O:3].C1COCC1>[C].[Pd].C(O)C>[NH2:10][C:8]1[CH:7]=[CH:6][C:5]([NH:13][C:14](=[O:20])[C:15]([O:17][CH2:18][CH3:19])=[O:16])=[C:4]([C:2]([NH2:1])=[O:3])[CH:9]=1 |f:2.3|. Reported procedure: To a solution of ethyl {[2-(aminocarbonyl)-4-nitrophenyl]amino}(oxo)acetate (2.292 g) in a mixed solvent of THF (100 mL)-ethanol (50 mL) was added 10% palladium carbon (405 mg), and the mixture was subjected to catalytic reduction under hydrogen atmosphere at room temperature for 8 hr. The catalyst was filtered off, and the filtrate was concentrated. The obtained crude crystals were washed with diisopropyl ether to give ethyl {[4-amino-2-(aminocarbonyl)phenyl]amino}(oxo)acetate (1.96 g, 96%). Solvent: CN(C)C=O (DMF). Product: CNC(=S)N1N=C(C=C1C)OC1=NC=C(C=C1Cl)C(F)(F)F (N-methyl-3-(3-chloro-5-trifluoromethylpyridin-2-yloxy)-5-methylpyrazole-1-carbothioamide). Reaction SMILES: C(=O)([O-])[O-].[K+].[K+].[CH3:7][N:8]=[C:9]=[S:10].[Cl:11][C:12]1[C:13]([O:22][C:23]2[CH:27]=[C:26]([CH3:28])[NH:25][N:24]=2)=[N:14][CH:15]=[C:16]([C:18]([F:21])([F:20])[F:19])[CH:17]=1.Cl>CN(C=O)C>[CH3:7][NH:8][C:9]([N:25]1[C:26]([CH3:28])=[CH:27][C:23]([O:22][C:13]2[C:12]([Cl:11])=[CH:17][C:16]([C:18]([F:21])([F:20])[F:19])=[CH:15][N:14]=2)=[N:24]1)=[S:10] |f:0.1.2|. Isolated yield 27.7%. Reaction conditions: time 8 hour. The reactants are Cl (hydrochloric acid), C([O-])([O-])=O.[K+].[K+] (Potassium carbonate), CN=C=S (methyl isothiocyanate), ClC=1C(=NC=C(C1)C(F)(F)F)OC1=NNC(=C1)C (3-(3-chloro-5-trifluoromethylpyridin-2-yloxy)-5-methylpyrazole). Procedure: Potassium carbonate (0.75 g, 5.4 mmol) and methyl isothiocyanate (0.39 g, 5.4 mmol) were added to a solution of 3-(3-chloro-5-trifluoromethylpyridin-2-yloxy)-5-methylpyrazole (1.00 g, 3.6 mmol) in DMF (10 ml), and the mixture was stirred at room temperature for 8 hours. After completion of the reaction, the reaction mixture was poured into 2N hydrochloric acid and extracted with ethyl acetate (10 ml×3). An organic layer was washed with water, dried over anhydrous magnesium sulfate and filtered t... As a reaction SMILES: [Br:13][c:14]1[c:15]([O:24][CH3:25])[c:16]([Br:23])[cH:17][c:18]([N+:20](=[O:21])[O-:22])[cH:19]1.[Cl:3][c:4]1[cH:5][cH:6][c:7]([CH2:10][C:11]#[N:12])[cH:8][cH:9]1.[ClH:26].[H-:2].[Na+:1].[O:27]=[CH:28][N:29]([CH3:30])[CH3:31].[OH2:32]>>[Cl:3][c:4]1[cH:5][cH:6][c:7]([CH:10]([C:11]#[N:12])[c:15]2[c:14]([Br:13])[cH:19][c:18]([N+:20](=[O:21])[O-:22])[cH:17][c:16]2[Br:23])[cH:8][cH:9]1. Yields the product N#CC(c1ccc(Cl)cc1)c1c(Br)cc([N+](=O)[O-])cc1Br. Starting materials: COc1c(Br)cc([N+](=O)[O-])cc1Br, N#CCc1ccc(Cl)cc1, Cl, [H-], [Na+], CN(C)C=O, O.